Dataset: the Open Reaction Database (ORD), a public repository of structured organic reaction records. Task: describe an organic reaction: reactants, conditions, products, and yield Product: CCCCCC1CCC(CCCCc2ccc(-c3ccc(O)cc3)cc2)CC1. Reactants: BrB(Br)Br, CCCCCC1CCC(CCCCc2ccc(-c3ccc(OCC(C)CC)cc3)cc2)CC1, ClCCl. RXN SMILES: [B:34]([Br:35])([Br:36])[Br:37].[CH3:1][CH:2]([CH2:3][CH3:32])[CH2:33][O:4][c:5]1[cH:6][cH:7][c:8](-[c:11]2[cH:12][cH:13][c:14]([CH2:17][CH2:18][CH2:19][CH2:20][CH:21]3[CH2:22][CH2:23][CH:24]([CH2:27][CH2:28][CH2:29][CH2:30][CH3:31])[CH2:25][CH2:26]3)[cH:15][cH:16]2)[cH:9][cH:10]1.[Cl:38][CH2:39][Cl:40]>>[OH:4][c:5]1[cH:6][cH:7][c:8](-[c:11]2[cH:12][cH:13][c:14]([CH2:17][CH2:18][CH2:19][CH2:20][CH:21]3[CH2:22][CH2:23][CH:24]([CH2:27][CH2:28][CH2:29][CH2:30][CH3:31])[CH2:25][CH2:26]3)[cH:15][cH:16]2)[cH:9][cH:10]1.